Task: describe an organic reaction: reactants, conditions, products, and yield. Dataset: the Open Reaction Database (ORD), a public repository of structured organic reaction records Reactants: C1(=CC=CC=C1)CC(=O)O (phenylacetic acid), CN(C)C=O (DMF), [H-].[Na+] (sodium hydride), CN(C)C=O (DMF), Cl (HCl), N1=NC=CC=C1 (pyridazine). Conditions: time 17.5 minute. Yields the product ClC=1N=NC(=CC1)OC1=CC=C(C=C1)CC(=O)O (4-(3-chloro-6-pyridazinyloxy)phenylacetic acid). As a reaction SMILES: [H-].[Na+].[C:3]1([CH2:9][C:10]([OH:12])=[O:11])[CH:8]=[CH:7][CH:6]=[CH:5][CH:4]=1.N1C=[CH:17][CH:16]=[CH:15][N:14]=1.[ClH:19].C[N:21]([CH:23]=[O:24])C>>[Cl:19][C:15]1[N:14]=[N:21][C:23]([O:24][C:6]2[CH:7]=[CH:8][C:3]([CH2:9][C:10]([OH:12])=[O:11])=[CH:4][CH:5]=2)=[CH:17][CH:16]=1 |f:0.1|. Procedure details: To a mixture of 0.54 g (0.013 mol, 2.0 equiv) of 60% sodium hydride/mineral oil dispersion in 10 m of dry DMF was added dropwise at room temperature a solution 1.02 g (0.0067 mol) of the phenylacetic acid in 2.3 mL of DMF. After 15-20 minutes, a solid existed which was difficult to stir. The pyridazine (1.0 g, 0.0067 mol) was then added and the mixture was heated at 60°-65° C. for about 2 hours and was allowed to cool. The mixture was poured onto ice water and was adjusted to pH 5 with 2.0N HCl,... Reactants: CC1C(CCC1)=O (2-methylcyclopentanone), C(C)OC(C(=O)OCC)=O (diethyloxalate), CC[O-].[Na+] (NaOEt). Product: C(C)OC(C(=O)C1C(C(CC1)C)=O)=O ((3-methyl-2-oxocyclopentyl)-oxoacetic acid ethyl ester). The yield is 27.9%. Reaction SMILES: [CH3:1][CH:2]1[CH2:6][CH2:5][CH2:4][C:3]1=[O:7].C(O[C:11](=[O:17])[C:12]([O:14][CH2:15][CH3:16])=[O:13])C.CC[O-].[Na+]>>[CH2:15]([O:14][C:12](=[O:13])[C:11]([CH:4]1[CH2:5][CH2:6][CH:2]([CH3:1])[C:3]1=[O:7])=[O:17])[CH3:16] |f:2.3|. Procedure details: 2-methylcyclopentanone (1.0058 g, 10.2 mmol) and diethyloxalate (1.38 mL, 10.2 mmol) were mixed together, and then added to a solution of NaOEt (˜3 M, 3.4 mL) stirring in an ice bath under N2. After stirring for 15 minutes, the reaction was warmed to room temperature and stirred overnight. The reaction was quenched at 0° C. with 1N HCl and extracted 2× with CH2Cl2. The combined organics were washed with H2O, dried with Na2SO4, filtered, and concentrated to yield crude 4. The crude material was p... Reactants: C(#N)C=1C(=NNC1N=CN(C)C)OCCO (N′-[4-cyano-3-(2-hydroxyethoxy)-1H-pyrazol-5-yl]-N,N-dimethylimidoformamide), CC=1C=C(N)C=CC1OCC1=CC=CC=C1 (3-methyl-4-benzyloxyaniline). Yields the product C(C1=CC=CC=C1)OC1=C(C=C(C=C1)NC1=C2C(=NC=N1)NN=C2OCCO)C (2-[(4-{[4-(benzyloxy)-3-methylphenyl]amino}-1H-pyrazolo[3,4-d]pyrimidin-3-yl)oxy]ethanol). The yield is 64.2%. As a reaction SMILES: [C:1]([C:3]1[C:4]([O:13][CH2:14][CH2:15][OH:16])=[N:5][NH:6][C:7]=1[N:8]=[CH:9][N:10](C)C)#[N:2].[CH3:17][C:18]1[CH:19]=[C:20]([CH:22]=[CH:23][C:24]=1[O:25][CH2:26][C:27]1[CH:32]=[CH:31][CH:30]=[CH:29][CH:28]=1)N>>[CH2:26]([O:25][C:24]1[CH:23]=[CH:22][C:20]([NH:2][C:1]2[N:10]=[CH:9][N:8]=[C:7]3[NH:6][N:5]=[C:4]([O:13][CH2:14][CH2:15][OH:16])[C:3]=23)=[CH:19][C:18]=1[CH3:17])[C:27]1[CH:28]=[CH:29][CH:30]=[CH:31][CH:32]=1. Reported procedure: The procedure described in Example 1 was repeated using N′-[4-cyano-3-(2-hydroxyethoxy)-1H-pyrazol-5-yl]-N,N-dimethylimidoformamide (2.0 g, 8.96 mmol) and 3-methyl-4-benzyloxyaniline (2.1 g, 9.87 mmol) to give the title compound as a white solid (2.25 g, 64%); NMR Spectrum: 2.23 (s, 3H), 3.79 (t, 2H), 4.30 (t, 2H), 5.15 (s, 2H), 7.03 (d, 1H), 7.32-7.48 (m, 7H), 8.21 (s, 1H), 8.33 (s, 1H); Mass Spectrum: 392 (MH+). Starting materials: OC=1C=C(C=CC1C)NC(OC(C)(C)C)=O (tert-Butyl (3-hydroxy-4-methyl-phenyl)-carbamate), Cl.CN(CCCl)C (2-(dimethylamino)-ethyl chloride hydrochloride), C(=O)([O-])[O-].[K+].[K+] (K2CO3), O (H2O). Run in COCCOC (DME), CCOC(=O)C (EtOAc). The product is CN(CCOC=1C=C(C=CC1C)NC(OC(C)(C)C)=O)C (tert-Butyl (3-(2-dimethylamino-ethoxy)-4-methyl-phenyl)-carbamate). As a reaction SMILES: [OH:1][C:2]1[CH:3]=[C:4]([NH:9][C:10](=[O:16])[O:11][C:12]([CH3:15])([CH3:14])[CH3:13])[CH:5]=[CH:6][C:7]=1[CH3:8].Cl.[CH3:18][N:19]([CH3:23])[CH2:20][CH2:21]Cl.C([O-])([O-])=O.[K+].[K+].O>COCCOC.CCOC(C)=O>[CH3:18][N:19]([CH3:23])[CH2:20][CH2:21][O:1][C:2]1[CH:3]=[C:4]([NH:9][C:10](=[O:16])[O:11][C:12]([CH3:13])([CH3:15])[CH3:14])[CH:5]=[CH:6][C:7]=1[CH3:8] |f:1.2,3.4.5|. Procedure details: A mixture of 7 (2.16 g, 9.68 mmol), 2-(dimethylamino)-ethyl chloride hydrochloride (1.53 g, 10.6 mmol) and K2CO3 (5.35 g, 3.87 mmol) in DME (28 mL)/H2O (7 mL) was heated under reflux overnight. After cooling to room temperature, the solution was diluted with EtOAc (100 mL) and the resulting solution was washed with H2O (2×100 mL) and brine (100 mL).